This data is from the Open Reaction Database (ORD), a public repository of structured organic reaction records. The task is: describe an organic reaction: reactants, conditions, products, and yield Reactants: CS(C)=O, Cl, NOCCF, O=C1Nc2ncccc2C1=O. Product: O=C1Nc2ncccc2C1=NOCCF. Reaction SMILES: [CH3:18][S:19]([CH3:20])=[O:21].[ClH:12].[F:13][CH2:14][CH2:15][O:16][NH2:17].[NH:1]1[C:2](=[O:3])[C:4](=[O:5])[c:6]2[cH:7][cH:8][cH:9][n:10][c:11]21>>[NH:1]1[C:2](=[O:3])[C:4](=[N:17][O:16][CH2:15][CH2:14][F:13])[c:6]2[cH:7][cH:8][cH:9][n:10][c:11]21. Reactants: O=C([O-])O, CN(C)c1ccc(C(c2ccc(N(C)C)cc2C(=O)O)c2ccc(N(C)C)cc2N(C)C)cc1, [K+], [Na+], O, [OH-], O. The product is CN(C)c1ccc(C2(c3ccc(N(C)C)cc3N(C)C)OC(=O)c3cc(N(C)C)ccc32)cc1. Reaction SMILES: [C:37](=[O:38])([OH:39])[O-:40].[CH3:1][N:2]([c:3]1[c:4]([CH:5]([c:6]2[cH:7][cH:8][c:9]([N:12]([CH3:13])[CH3:14])[cH:10][cH:11]2)[c:15]2[c:16]([C:17](=[O:18])[OH:19])[cH:20][c:21]([N:24]([CH3:25])[CH3:26])[cH:22][cH:23]2)[cH:27][cH:28][c:29]([N:31]([CH3:32])[CH3:33])[cH:30]1)[CH3:34].[K+:36].[Na+:41].[O:42].[OH-:35].[OH2:43]>>[CH3:1][N:2]([c:3]1[c:4]([C:5]2([c:6]3[cH:7][cH:8][c:9]([N:12]([CH3:13])[CH3:14])[cH:10][cH:11]3)[c:15]3[c:16]([cH:20][c:21]([N:24]([CH3:25])[CH3:26])[cH:22][cH:23]3)[C:17](=[O:19])[O:18]2)[cH:27][cH:28][c:29]([N:31]([CH3:32])[CH3:33])[cH:30]1)[CH3:34].